This data is from the Open Reaction Database (ORD), a public repository of structured organic reaction records. The task is: describe an organic reaction: reactants, conditions, products, and yield Starting materials: C(C)(C)(C)CC(=O)[C@H](C(=O)OCC1=CC=CC=C1)CC1=CC=CC=C1 (Benzyl (2R)-2-(t-butyl acetyl)-3-phenylpropionate), FC(C(=O)O)(F)F (trifluoroacetic acid). Run in solution, ClCCl (dichloromethane). Product: C(C1=CC=CC=C1)OC([C@H](CC1=CC=CC=C1)C(C)=O)=O (Benzyl-(2R)-2-acetyl-3-phenylpropionate). Yield: 105.3%. Reaction SMILES: C([CH2:5][C:6]([C@@H:8]([CH2:19][C:20]1[CH:25]=[CH:24][CH:23]=[CH:22][CH:21]=1)[C:9]([O:11][CH2:12][C:13]1[CH:18]=[CH:17][CH:16]=[CH:15][CH:14]=1)=[O:10])=[O:7])(C)(C)C.FC(F)(F)C(O)=O>ClCCl>[CH2:12]([O:11][C:9](=[O:10])[C@@H:8]([C:6](=[O:7])[CH3:5])[CH2:19][C:20]1[CH:21]=[CH:22][CH:23]=[CH:24][CH:25]=1)[C:13]1[CH:14]=[CH:15][CH:16]=[CH:17][CH:18]=1. Procedure: The product from Example 94 (0.52 g, 1.47 mmol) was dissolved in a 1:1 (v:v) solution (6 mL). of trifluoroacetic acid and dichloromethane and stirred at room temperature for 1 h. The volatiles were removed in vacuo to provide the title compound (0.437 g, 100%) as an oil which crystallized on standing. The unpurified material was of sufficient purity to employ in subsequent steps. Mass spectrum: (M)+=298. Procedure: To a stirred solution of Example 21 (780 mg, 1.67 mmol) in THF (25 ml) is added sodium hydride (60% dispersion in mineral oil; 653 mg, 2.53 mmol). The mixture is stirred for 1 hour at room temperature, then 2-bromo-N,N-diethylethanamine (653 mg, 2.53 mmol) is added, and the solution is stirred overnight (16 h) at room temperature. The reaction mixture is quenched with methanol (10 ml), concentrated, and the crude product is purified by preparative HPLC. RXN SMILES: [CH:1]1([C:7]([C:9]2[CH:10]([C:27]3[CH:34]=[CH:33][C:30]([C:31]#[N:32])=[CH:29][CH:28]=3)[NH:11][C:12](=[O:26])[N:13]([C:16]3[CH:21]=[CH:20][CH:19]=[C:18]([C:22]([F:25])([F:24])[F:23])[CH:17]=3)[C:14]=2[CH3:15])=[O:8])[CH2:6][CH2:5][CH2:4][CH2:3][CH2:2]1.[H-].[Na+].Br[CH2:38][CH2:39][N:40]([CH2:43][CH3:44])[CH2:41][CH3:42]>C1COCC1>[CH:1]1([C:7]([C:9]2[CH:10]([C:27]3[CH:28]=[CH:29][C:30]([C:31]#[N:32])=[CH:33][CH:34]=3)[N:11]([CH2:38][CH2:39][N:40]([CH2:43][CH3:44])[CH2:41][CH3:42])[C:12](=[O:26])[N:13]([C:16]3[CH:21]=[CH:20][CH:19]=[C:18]([C:22]([F:25])([F:23])[F:24])[CH:17]=3)[C:14]=2[CH3:15])=[O:8])[CH2:6][CH2:5][CH2:4][CH2:3][CH2:2]1 |f:1.2|. Starting materials: C1(CCCCC1)C(=O)C=1C(NC(N(C1C)C1=CC(=CC=C1)C(F)(F)F)=O)C1=CC=C(C#N)C=C1 (4-{5-(Cyclohexylcarbonyl)-6-methyl-2-oxo-1-[3-(trifluoromethyl)phenyl]-1,2,3,4-tetrahydropyrimidin-4-yl}benzonitrile), [H-].[Na+] (sodium hydride), BrCCN(CC)CC (2-bromo-N,N-diethylethanamine). Run at time 1 hour. Run in C1CCOC1 (THF). The product is C1(CCCCC1)C(=O)C=1C(N(C(N(C1C)C1=CC(=CC=C1)C(F)(F)F)=O)CCN(CC)CC)C1=CC=C(C#N)C=C1 (4-{5-(Cyclohexylcarbonyl)-3-[2-(diethylamino)ethyl]-6-methyl-2-oxo-1-[3-(trifluoromethyl)phenyl]-1,2,3,4-tetrahydropyrimidin-4-yl}benzonitrile).